This data is from the Open Reaction Database (ORD), a public repository of structured organic reaction records. The task is: describe an organic reaction: reactants, conditions, products, and yield Starting materials: SC=1NC2=CC=CC=C2C1 (2-mercaptoindole), ClN1NC(=CC=C1)OC (2-chloro-6-methoxy-pyridazine), C([O-])([O-])=O.[K+].[K+] (potassium carbonate). Run in CC(=O)C (acetone). Yields the product COC=1N=NC(=CC1)SC=1NC2=CC=CC=C2C1 (3-methoxy-6-(indole-2-sulfenyl)-pyridazine). Isolated yield 31.0%. As a reaction SMILES: [SH:1][C:2]1[NH:3][C:4]2[C:9]([CH:10]=1)=[CH:8][CH:7]=[CH:6][CH:5]=2.Cl[N:12]1[CH:17]=[CH:16][CH:15]=[C:14]([O:18][CH3:19])[NH:13]1.C(=O)([O-])[O-].[K+].[K+]>CC(C)=O>[CH3:19][O:18][C:14]1[N:13]=[N:12][C:17]([S:1][C:2]2[NH:3][C:4]3[C:9]([CH:10]=2)=[CH:8][CH:7]=[CH:6][CH:5]=3)=[CH:16][CH:15]=1 |f:2.3.4|. Procedure: To a solution of 2-mercaptoindole (6.7 mmol, 1.0 g) in acetone (20 mL) was added 2-chloro-6-methoxy-pyridazine (144 mmol, 1.52 g) and potassium carbonate (70 mmol, 0.98 g) and the reaction mixture was refluxed for 2 hours. Excess acetone was removed and the residue was partitioned between CHCl3 (20 mL) and H2O (20 mL). The CHCl3 layer was collected, dried, filtered and the filtrate was evaporated to a residue, which was purified by silica gel chromatography (eluent:hexanes:EtOAc::4:1) to obtain ...